This data is from the Open Reaction Database (ORD), a public repository of structured organic reaction records. The task is: describe an organic reaction: reactants, conditions, products, and yield The reactants are CC(=O)C1=CC(=C(C=C1)O)OC (4-hydroxy-3-methoxyacetophenone), C(=O)([O-])[O-].[K+].[K+] (K2CO3), BrCC=CCBr (1,4-dibromo-2-butene). Solvent: CC(=O)C (acetone). Run at temperature 55 celsius. Product: BrC/C=C/COC1=C(C=C(C=C1)C(C)=O)OC ((E)-1-[4-[(4-bromo-2-butenyl)oxy]-3-methoxyphenyl]ethanone). The yield is 41.1%. RXN SMILES: [CH3:1][C:2]([C:4]1[CH:9]=[CH:8][C:7]([OH:10])=[C:6]([O:11][CH3:12])[CH:5]=1)=[O:3].C([O-])([O-])=O.[K+].[K+].[Br:19][CH2:20][CH:21]=[CH:22][CH2:23]Br>CC(C)=O>[Br:19][CH2:20]/[CH:21]=[CH:22]/[CH2:23][O:10][C:7]1[CH:8]=[CH:9][C:4]([C:2](=[O:3])[CH3:1])=[CH:5][C:6]=1[O:11][CH3:12] |f:1.2.3|. Procedure: A mixture of 4-hydroxy-3-methoxyacetophenone (10 g, 59 mmoles), K2CO3 (10 g, 1.2 q) and 1,4-dibromo-2-butene (>95% trans, Aldrich, 18 g, 1.2 eq) in acetone (500 ml) was heated at 55° C. for 3 hr. At the end of the reaction, the solvent was concentrated. The crude product was extracted into dichloromethane (750 ml) and the insolubles were filtered; then the solution was concentrated again to an oil. Purification on a silica gel column (SiO2, 100 g, eluted with dichloromethane) yielded 7.25 g (40%...